This data is from the Open Reaction Database (ORD), a public repository of structured organic reaction records. The task is: describe an organic reaction: reactants, conditions, products, and yield The reactants are ClCCl, CCOC(C)=O, COC(=O)c1c(NCCC(=O)c2ccc(F)c(F)c2)c2ccc(Cl)cc2n1C(=O)OC(C)(C)C. Yields the product COC(=O)c1[nH]c2cc(Cl)ccc2c1NCCC(=O)c1ccc(F)c(F)c1. As a reaction SMILES: [CH2:35]([Cl:36])[Cl:37].[CH3:38][CH2:39][O:40][C:41](=[O:42])[CH3:43].[F:1][c:2]1[cH:3][c:4]([C:5]([CH2:6][CH2:7][NH:8][c:9]2[c:10]([C:26](=[O:27])[O:28][CH3:29])[n:11]([C:19]([O:20][C:21]([CH3:22])([CH3:23])[CH3:24])=[O:25])[c:12]3[cH:13][c:14]([Cl:18])[cH:15][cH:16][c:17]23)=[O:30])[cH:31][cH:32][c:33]1[F:34]>>[F:1][c:2]1[cH:3][c:4]([C:5]([CH2:6][CH2:7][NH:8][c:9]2[c:10]([C:26](=[O:27])[O:28][CH3:29])[nH:11][c:12]3[cH:13][c:14]([Cl:18])[cH:15][cH:16][c:17]23)=[O:30])[cH:31][cH:32][c:33]1[F:34]. Reactants: IC=1C=CC(=NC1)N/N=C/C1=CC(=CC=C1)OCCN1CCOCC1 (N-(5-Iodo-pyridin-2-yl)-N′-[1-[3-(2-morpholin-4-yl-ethoxy)-phenyl]-meth-(E)-ylidene]-hydrazine), CCO (EtOH), Phl(OAc)2. Run in C(Cl)Cl (DCM), C(Cl)Cl (DCM). Reaction conditions: time 72 hour. Product: IC=1C=CC=2N(C1)C(=NN2)C2=CC(=CC=C2)OCCN2CCOCC2 (6-Iodo-3-[3-(2-morpholin-4-yl-ethoxy)-phenyl]-[1,2,4]triazolo[4,3-a]pyridine). Yield: 92.0%. RXN SMILES: [I:1][C:2]1[CH:3]=[CH:4][C:5]([NH:8]/[N:9]=[CH:10]/[C:11]2[CH:16]=[CH:15][CH:14]=[C:13]([O:17][CH2:18][CH2:19][N:20]3[CH2:25][CH2:24][O:23][CH2:22][CH2:21]3)[CH:12]=2)=[N:6][CH:7]=1.CCO>C(Cl)Cl>[I:1][C:2]1[CH:3]=[CH:4][C:5]2[N:6]([C:10]([C:11]3[CH:16]=[CH:15][CH:14]=[C:13]([O:17][CH2:18][CH2:19][N:20]4[CH2:21][CH2:22][O:23][CH2:24][CH2:25]4)[CH:12]=3)=[N:9][N:8]=2)[CH:7]=1. Reported procedure: To a solution of Example 1 step a (10.93 g, 24.16 mmol) in DCM (100 mL)/EtOH (15 mL), was added Phl(OAc)2 (10.74 g, 33.35 mmol). The reaction was stirred at RT for 72 h, diluted with DCM (25 mL) then washed with aq. sodium hydroxide (1 M, 25 mL) and brine (25 mL). The organic layer was dried (MgSO4), filtered, and the filtrate was concentrated in vacuo. The residue was triturated with Et2O (10 mL) and the resulting solid was collected by filtration to afford the title compound (9.98 g, 92%) as a... Product: NC=1N=C(C2=C(N1)NCC(C2)CCC2=CC=C(S2)C(=O)N[C@@H](CCC(=O)O)C(=O)O)O (N-[5-(2-{2-amino-4-hydroxy-5,6,7,8-tetrahydropyrido[2,3-d]pyrimidin-6-yl}ethyl)thien-2-ylcarbonyl]-L-glutamic acid). Procedure details: A solution of 100 mg. of dimethyl N-[5-(2-{2-pivaloylamino-4-hydroxy-5,6,7,8-tetrahydropyrido[2,3-d]pyrimidin-6-yl}ethyl)thien-2-ylcarbonyl]-L-glutamate in 15 mL. of 1.0N aqueous sodium hydroxide is stirred at room temperature for 120 hours and the pH then adjusted to 7.0 through the careful addition of 5.0N hydrochloric acid. The solid which formed was collected by filtration and dried at 80° C. to yield 61.5 mg (76.8%) of N-[5-(2-{2-amino-4-hydroxy-5,6,7,8-tetrahydropyrido[2,3-d]pyrimidin-6-yl... Yield: 76.8%. Reactants: C(C(C)(C)C)(=O)NC=1N=C(C2=C(N1)NCC(C2)CCC2=CC=C(S2)C(=O)N[C@@H](CCC(=O)OC)C(=O)OC)O (dimethyl N-[5-(2-{2-pivaloylamino-4-hydroxy-5,6,7,8-tetrahydropyrido[2,3-d]pyrimidin-6-yl}ethyl)thien-2-ylcarbonyl]-L-glutamate), [OH-].[Na+] (sodium hydroxide), Cl (hydrochloric acid). As a reaction SMILES: C([NH:7][C:8]1[N:9]=[C:10]([OH:39])[C:11]2[CH2:17][CH:16]([CH2:18][CH2:19][C:20]3[S:24][C:23]([C:25]([NH:27][C@H:28]([C:35]([O:37]C)=[O:36])[CH2:29][CH2:30][C:31]([O:33]C)=[O:32])=[O:26])=[CH:22][CH:21]=3)[CH2:15][NH:14][C:12]=2[N:13]=1)(=O)C(C)(C)C.[OH-].[Na+].Cl>>[NH2:7][C:8]1[N:9]=[C:10]([OH:39])[C:11]2[CH2:17][CH:16]([CH2:18][CH2:19][C:20]3[S:24][C:23]([C:25]([NH:27][C@H:28]([C:35]([OH:37])=[O:36])[CH2:29][CH2:30][C:31]([OH:33])=[O:32])=[O:26])=[CH:22][CH:21]=3)[CH2:15][NH:14][C:12]=2[N:13]=1 |f:1.2|. The reactants are C1=CC=CC1 (cyclopentadiene), C(C)(=O)OCC=C(C)C=O (3-formyl-crotyl acetate), C1(O)=CC=C(O)C=C1 (hydroquinone). The product is C(C)(=O)OCC1C2C=CC(C1(C=O)C)C2 (2-Acetoxymethyl-3-methyl-3-formyl-bicyclo[2.2.1]hept5-ene). The yield is 62.0%. RXN SMILES: [CH:1]1[CH2:5]C=[CH:3][CH:2]=1.[C:6]([O:9][CH2:10][CH:11]=[C:12]([CH:14]=[O:15])[CH3:13])(=[O:8])[CH3:7].[C:16]1(C=CC(O)=CC=1)O>>[C:6]([O:9][CH2:10][CH:11]1[C:12]([CH3:16])([CH:14]=[O:15])[CH:13]2[CH2:3][CH:2]1[CH:1]=[CH:5]2)(=[O:8])[CH3:7]. Reported procedure: 66 g (1 mole) of freshly distilled cyclopentadiene, 71 g (0.5 mole) of 3-formyl-crotyl acetate and 1 g of hydroquinone were heated for 10 hours at 160° C. under nitrogen in a 1 liter stirred autoclave. The reaction mixture was then subjected to fractional distillation, given 65 g of the product (yield: 62%). The reactants are C1CCOC1, [N-]=[N+]=NCCOC1CCC2(S(=O)(=O)c3ccc(Cl)cc3)c3c(F)ccc(F)c3OCC2C1, O, c1ccc(P(c2ccccc2)c2ccccc2)cc1. The product is NCCOC1CCC2(S(=O)(=O)c3ccc(Cl)cc3)c3c(F)ccc(F)c3OCC2C1. RXN SMILES: [CH2:52]1[O:53][CH2:54][CH2:55][CH2:56]1.[N:1](=[N+:2]=[N-:3])[CH2:4][CH2:5][O:6][CH:7]1[CH2:8][CH2:9][C:10]2([S:23](=[O:24])(=[O:25])[c:26]3[cH:27][cH:28][c:29]([Cl:32])[cH:30][cH:31]3)[CH:11]([CH2:12][O:13][c:14]3[c:15]([F:21])[cH:16][cH:17][c:18]([F:20])[c:19]32)[CH2:22]1.[OH2:57].[c:33]1([P:34]([c:35]2[cH:36][cH:37][cH:38][cH:39][cH:40]2)[c:41]2[cH:42][cH:43][cH:44][cH:45][cH:46]2)[cH:47][cH:48][cH:49][cH:50][cH:51]1>>[NH2:1][CH2:4][CH2:5][O:6][CH:7]1[CH2:8][CH2:9][C:10]2([S:23](=[O:24])(=[O:25])[c:26]3[cH:27][cH:28][c:29]([Cl:32])[cH:30][cH:31]3)[CH:11]([CH2:12][O:13][c:14]3[c:15]([F:21])[cH:16][cH:17][c:18]([F:20])[c:19]32)[CH2:22]1. The reactants are O=S(=O)(Cl)c1ccc(CBr)cc1, CCOC(=O)CCN, CCOCC, CCN(C(C)C)C(C)C, ClCCl, Cl. The product is CCOC(=O)CCNS(=O)(=O)c1ccc(CBr)cc1. RXN SMILES: [Br:1][CH2:2][c:3]1[cH:4][cH:5][c:6]([S:9](=[O:10])(=[O:11])[Cl:12])[cH:7][cH:8]1.[CH2:23]([CH3:24])[O:25][C:26]([CH2:27][CH2:28][NH2:29])=[O:30].[CH2:31]([O:32][CH2:33][CH3:34])[CH3:35].[CH:13]([N:14]([CH:15]([CH3:16])[CH3:17])[CH2:18][CH3:19])([CH3:20])[CH3:21].[Cl:36][CH2:37][Cl:38].[ClH:22]>>[Br:1][CH2:2][c:3]1[cH:4][cH:5][c:6]([S:9](=[O:10])(=[O:11])[NH:29][CH2:28][CH2:27][C:26]([O:25][CH2:23][CH3:24])=[O:30])[cH:7][cH:8]1. The reactants are COC1=CC=C(C=N1)C1=CC=C(C=C1)CCC(=O)O (3-[4-(6-methoxypyridin-3-yl)phenyl]propanoic acid), [Br-].[K+] (potassium bromide), Cl[O-].[Na+] (sodium hypochlorite), C([O-])(O)=O.[Na+] (sodium bicarbonate). The reagents and catalysts are CC1(CCCC(N1[O])(C)C)C (2,2,6,6,-tetramethylpiperidine N-oxyl). The solvent is ClCCl (dichloromethane). Conditions: temperature 0 celsius, time 20 minute. Product: COC1=CC=C(C=N1)C1=CC=C(C=C1)CCC=O (3-[4-(6-methoxypyridin-3-yl)phenyl]propanal). As a reaction SMILES: [CH3:1][O:2][C:3]1[N:8]=[CH:7][C:6]([C:9]2[CH:14]=[CH:13][C:12]([CH2:15][CH2:16][C:17](O)=[O:18])=[CH:11][CH:10]=2)=[CH:5][CH:4]=1.[Br-].[K+].Cl[O-].[Na+].C(=O)(O)[O-].[Na+]>ClCCl.CC1(C)N([O])C(C)(C)CCC1>[CH3:1][O:2][C:3]1[N:8]=[CH:7][C:6]([C:9]2[CH:14]=[CH:13][C:12]([CH2:15][CH2:16][CH:17]=[O:18])=[CH:11][CH:10]=2)=[CH:5][CH:4]=1 |f:1.2,3.4,5.6,^1:36|. Reported procedure: To a stirred solution of the compound obtained from step d above (9.0 g) in dichloromethane (90 ml), 2,2,6,6,-tetramethylpiperidine N-oxyl (58.77 mg) and potassium bromide (447.57 mg) were added at 0° C. under nitrogen atmosphere. A 4% aqueous sodium hypochlorite (3.497 g) was added at pH 8-9 (maintained by adding saturated aqueous sodium bicarbonate solution). The reaction was stirred for 20 minutes at 0° C. Then, the organic layer was separated and the aqueous layer was extracted with dichloro...